From a dataset of the Open Reaction Database (ORD), a public repository of structured organic reaction records. describe an organic reaction: reactants, conditions, products, and yield Starting materials: Cl.CNC (dimethylamine hydrochloride), C([O-])([O-])=O.[K+].[K+] (potassium carbonate), ClC1=C(C(=NO1)C1=CC=CC=C1)C1=NN=C(O1)C1=C(C=C(C=C1)N1CCOCC1)OC (4-{4-[5-(5-chloro-3-phenyl-isoxazol-4-yl)-[1,3,4]oxadiazol-2yl]-3-methoxy-phenyl}-morpholine). Run in O (water), CS(=O)C (DMSO). Run at time 2 hour. The product is COC1=C(C=CC(=C1)N1CCOCC1)C1=NN=C(O1)C=1C(=NOC1N(C)C)C1=CC=CC=C1 ({4-[5-(2-Methoxy-4-morpholin-4-yl-phenyl)-[1,3,4]oxadiazol-2-yl]-3-phenyl-isoxazol-5-yl}-dimethyl-amine). The yield is 77.7%. As a reaction SMILES: Cl[C:2]1[O:6][N:5]=[C:4]([C:7]2[CH:12]=[CH:11][CH:10]=[CH:9][CH:8]=2)[C:3]=1[C:13]1[O:17][C:16]([C:18]2[CH:23]=[CH:22][C:21]([N:24]3[CH2:29][CH2:28][O:27][CH2:26][CH2:25]3)=[CH:20][C:19]=2[O:30][CH3:31])=[N:15][N:14]=1.Cl.[CH3:33][NH:34][CH3:35].C(=O)([O-])[O-].[K+].[K+]>CS(C)=O.O>[CH3:31][O:30][C:19]1[CH:20]=[C:21]([N:24]2[CH2:29][CH2:28][O:27][CH2:26][CH2:25]2)[CH:22]=[CH:23][C:18]=1[C:16]1[O:17][C:13]([C:3]2[C:4]([C:7]3[CH:12]=[CH:11][CH:10]=[CH:9][CH:8]=3)=[N:5][O:6][C:2]=2[N:34]([CH3:35])[CH3:33])=[N:14][N:15]=1 |f:1.2,3.4.5|. Procedure: To a suspension of 4-{4-[5-(5-chloro-3-phenyl-isoxazol-4-yl)-[1,3,4]oxadiazol-2yl]-3-methoxy-phenyl}-morpholine (100 mg, 0.23 mmol) in DMSO (1 mL) was added dimethylamine hydrochloride (93 mg, 1.14 mmol) and potassium carbonate (158 mg, 1.14 mmol). The reaction mixture was stirred for 2 h at ambient temperature. It was diluted with water (5 mL) and the resulting suspension was stirred for 15 min at this temperature. Filtration and washing with water (5 mL) and tert-butylmethylether (5 mL) afford...